Dataset: the Open Reaction Database (ORD), a public repository of structured organic reaction records. Task: describe an organic reaction: reactants, conditions, products, and yield Isolated yield 97.0%. The reactants are FC1=CC=C(C=C1)CC(=O)OCC (ethyl 2-(4-fluorophenyl)acetate), BrCCOCCBr (1-bromo-2-(2-bromoethoxy)ethane), [H-].[Na+] (NaH). Reaction SMILES: [H-].[Na+].[F:3][C:4]1[CH:9]=[CH:8][C:7]([CH2:10][C:11]([O:13][CH2:14][CH3:15])=[O:12])=[CH:6][CH:5]=1.Br[CH2:17][CH2:18][O:19][CH2:20][CH2:21]Br>CN1C(=O)CCC1.CCOCC>[F:3][C:4]1[CH:5]=[CH:6][C:7]([C:10]2([C:11]([O:13][CH2:14][CH3:15])=[O:12])[CH2:21][CH2:20][O:19][CH2:18][CH2:17]2)=[CH:8][CH:9]=1 |f:0.1|. Run at temperature 0 celsius. Procedure details: A mixture of NaH (1.7 g, 71 mmol) in 100 mL NMP stirred at 0° C., was treated dropwise with a mixture of ethyl 2-(4-fluorophenyl)acetate (5.2 g, 29 mmol) and 1-bromo-2-(2-bromoethoxy)ethane (6.6 g, 29 mmol) in 20 mL ether. The mixture was allowed to warm to room temperature and stirred for 5 hours, M+1=253. The mixture was then carefully quenched with 100 mL H2O, and the pH was adjusted to 5. The mixture was extracted with ether (3×100 mL). The combined organic layers were washed with H2O (3×50 ... The product is FC1=CC=C(C=C1)C1(CCOCC1)C(=O)OCC (Ethyl 4-(4-fluorophenyl)-tetrahydro-2H-pyran-4-carboxylate). Run in CCOCC (ether), CN1CCCC1=O (NMP).